From a dataset of the Open Reaction Database (ORD), a public repository of structured organic reaction records. describe an organic reaction: reactants, conditions, products, and yield Starting materials: O=C(Oc1ccc([N+](=O)[O-])cc1)OC1Cc2cc(Cl)c3[nH]ncc3c2CN(CC(F)(F)F)C1=O, ClCCl, O=C1Nc2ccccc2CCN1C1CCNCC1. The product is O=C(OC1Cc2cc(Cl)c3[nH]ncc3c2CN(CC(F)(F)F)C1=O)N1CCC(N2CCc3ccccc3NC2=O)CC1. Reaction SMILES: [C:1]([O:2][CH:3]1[CH2:4][c:5]2[c:6]([c:7]3[cH:8][n:9][nH:10][c:11]3[c:12]([Cl:14])[cH:13]2)[CH2:15][N:16]([CH2:19][C:20]([F:21])([F:22])[F:23])[C:17]1=[O:18])([O:24][c:25]1[cH:26][cH:27][c:28]([N+:29]([O-:30])=[O:31])[cH:32][cH:33]1)=[O:34].[Cl:53][CH2:54][Cl:55].[NH:35]1[CH2:36][CH2:37][CH:38]([N:41]2[C:42](=[O:52])[NH:43][c:44]3[c:45]([cH:48][cH:49][cH:50][cH:51]3)[CH2:46][CH2:47]2)[CH2:39][CH2:40]1>>[C:1]([O:2][CH:3]1[CH2:4][c:5]2[c:6]([c:7]3[cH:8][n:9][nH:10][c:11]3[c:12]([Cl:14])[cH:13]2)[CH2:15][N:16]([CH2:19][C:20]([F:21])([F:22])[F:23])[C:17]1=[O:18])(=[O:34])[N:35]1[CH2:36][CH2:37][CH:38]([N:41]2[C:42](=[O:52])[NH:43][c:44]3[c:45]([cH:48][cH:49][cH:50][cH:51]3)[CH2:46][CH2:47]2)[CH2:39][CH2:40]1. RXN SMILES: [CH2:1]=[CH:2][CH:3]=[CH2:4].[CH2:5]=[CH:6][C:7]1[CH:12]=[CH:11][CH:10]=[CH:9][CH:8]=1.[Li]CCCC.C(OC(=O)C1C=CC=CC=1)C>>[CH2:5]=[CH:6][C:7]1[CH:12]=[CH:11][CH:10]=[CH:9][CH:8]=1.[CH2:1]=[CH:2][CH:3]=[CH2:4].[CH2:5]=[CH:6][C:7]1[CH:12]=[CH:11][CH:10]=[CH:9][CH:8]=1 |f:4.5.6|. The solvent is one-gallon. The reactants are C=CC=C (1,3-butadiene), C=CC1=CC=CC=C1 (styrene), C=CC1=CC=CC=C1 (styrene), C=CC=C (1,3-butadiene), [Li]CCCC (nBuLi), C(C)OC(C1=CC=CC=C1)=O (ethylbenzoate). Procedure details: In this experiment 1000 grams of premix (1,3-butadiene monomer or styrene monomer) was added to a one-gallon (3.79 liter) batch reactor using BaDEGEE/TOA/nBuLi with molar ratios of 1/4/3. The polymerization was carried out until complete conversion was attained. An additional 1000 grams of premix (styrene or 1,3-butadiene) was added to the reactor and the polymerization was continued until completion. The polymer was then coupled with ethylbenzoate. Hence an styrene-butadiene-styrene triblock po... The product is C=CC1=CC=CC=C1.C=CC=C.C=CC1=CC=CC=C1 (styrene-butadiene-styrene). Starting materials: C(=O)C1=C(C=C(C(=O)OC)C=C1)O (methyl 4-formyl-3-hydroxybenzoate), [Cl-].[NH4+] (ammonium chloride), O (water), CCCCC.C(C)(C)(C)[Li] (tert-butyllithium n-pentane). Run in O1CCCC1 (tetrahydrofuran), O1CCCC1 (tetrahydrofuran). Reaction conditions: temperature -78 celsius, time 10 minute. Product: C1(=CC=CC=C1)C(O)C1=CC=CC=C1 (diphenylmethanol). Reaction SMILES: [CH3:1][CH2:2][CH2:3][CH2:4][CH3:5].[C:6]([Li])(C)(C)C.[CH:11]([C:13]1[CH:22]=[CH:21][C:16](C(OC)=O)=[CH:15][C:14]=1O)=[O:12].[Cl-].[NH4+].O>O1CCCC1>[C:3]1([CH:11]([C:13]2[CH:22]=[CH:21][CH:16]=[CH:15][CH:14]=2)[OH:12])[CH:4]=[CH:5][CH:6]=[CH:1][CH:2]=1 |f:0.1,3.4|. Reported procedure: To a solution of 2-(bromophenyl)ethylalchol (1.7 g) in tetrahydrofuran (100 mL) was added 1.45 mol/L tert-butyllithium n-pentane solution (12.6 mL) under an argon atmosphere at −78° C. After the mixture was stirred at −78° C. for 10 minutes, a solution of methyl 4-formyl-3-hydroxybenzoate (0.50 g) in tetrahydrofuran (10 mL) was added to the reaction mixture. After the reaction mixture was stirred for 30 minutes under ice-cooling, a saturated aqueous ammonium chloride solution and water were adde... The reactants are CC(C)Br, Fc1nc(NCc2cccnc2)c2nc[nH]c2n1, [K+], [K+], O=C([O-])[O-]. Yields the product CC(C)n1cnc2c(NCc3cccnc3)nc(F)nc21. As a reaction SMILES: [Br:25][CH:26]([CH3:27])[CH3:28].[F:1][c:2]1[n:3][c:4]([NH:11][CH2:12][c:13]2[cH:14][n:15][cH:16][cH:17][cH:18]2)[c:5]2[n:6][cH:7][nH:8][c:9]2[n:10]1.[K+:19].[K+:20].[O-:21][C:22]([O-:23])=[O:24]>>[F:1][c:2]1[n:3][c:4]([NH:11][CH2:12][c:13]2[cH:14][n:15][cH:16][cH:17][cH:18]2)[c:5]2[n:6][cH:7][n:8]([CH:26]([CH3:27])[CH3:28])[c:9]2[n:10]1. Product: CCCCc1oc2ccc(NC(=O)Nc3ccc(OC)cc3)cc2c1C(=O)c1cc(I)c(CC)c(I)c1OCC(=O)O. Reactants: C1CCOC1, COc1ccc(N=C=O)cc1, CCCCc1oc2ccc(N)cc2c1C(=O)c1cc(I)c(CC)c(I)c1OCC(=O)O. As a reaction SMILES: [CH2:43]1[O:44][CH2:45][CH2:46][CH2:47]1.[CH3:32][O:33][c:34]1[cH:35][cH:36][c:37]([N:40]=[C:41]=[O:42])[cH:38][cH:39]1.[NH2:1][c:2]1[cH:3][cH:4][c:5]2[c:6]([c:7]([C:14]([c:15]3[c:16]([O:25][CH2:26][C:27](=[O:28])[OH:29])[c:17]([I:24])[c:18]([CH2:22][CH3:23])[c:19]([I:21])[cH:20]3)=[O:30])[c:8]([CH2:10][CH2:11][CH2:12][CH3:13])[o:9]2)[cH:31]1>>[NH:1]([c:2]1[cH:3][cH:4][c:5]2[c:6]([c:7]([C:14]([c:15]3[c:16]([O:25][CH2:26][C:27](=[O:28])[OH:29])[c:17]([I:24])[c:18]([CH2:22][CH3:23])[c:19]([I:21])[cH:20]3)=[O:30])[c:8]([CH2:10][CH2:11][CH2:12][CH3:13])[o:9]2)[cH:31]1)[C:41]([NH:40][c:37]1[cH:36][cH:35][c:34]([O:33][CH3:32])[cH:39][cH:38]1)=[O:42]. Reactants: amide, oxime, BrC1=CC=C2C=3C=CC(=CC3C(C2=C1)(CC)CC)C=O (7-bromo-9,9-diethylfluorene-2-carboxaldehyde), Cl.NO (hydroxylamine hydrochloride), aldehyde. The solvent is C(=O)O (formic acid). The product is BrC1=CC=C2C=3C=CC(=CC3C(C2=C1)(CC)CC)C#N (7-Bromo-9,9-diethyl-fluorene-2-carbonitrile). Reaction SMILES: [Br:1][C:2]1[CH:14]=[C:13]2[C:5]([C:6]3[CH:7]=[CH:8][C:9]([CH:19]=O)=[CH:10][C:11]=3[C:12]2([CH2:17][CH3:18])[CH2:15][CH3:16])=[CH:4][CH:3]=1.Cl.[NH2:22]O>C(O)=O>[Br:1][C:2]1[CH:14]=[C:13]2[C:5]([C:6]3[CH:7]=[CH:8][C:9]([C:19]#[N:22])=[CH:10][C:11]=3[C:12]2([CH2:17][CH3:18])[CH2:15][CH3:16])=[CH:4][CH:3]=1 |f:1.2|. Procedure: An alternative but less satisfactory synthesis was conducted as follows: A mixture of 7-bromo-9,9-diethylfluorene-2-carboxaldehyde (3.29 g, 10.0 mmol), hydroxylamine hydrochloride (0.9 g, 10.0 mmol), and formic acid (15 mL), was held at reflux for 2 hr, cooled and filtered. The filtrate was worked up by extraction into toluene, washing the extract with water, and bicarbonate solution, drying and concentration. The residue was combined with the formic acid-insoluble solids and chromatographed ove...